From a dataset of the Open Reaction Database (ORD), a public repository of structured organic reaction records. describe an organic reaction: reactants, conditions, products, and yield Starting materials: C#CCN1C(=O)C(CC)(C(=O)OC)C(CC)N=C1c1cc(Cl)nc(Cl)c1, [I-], [Li+], c1ccncc1. Yields the product C#CCN1C(=O)C(CC)C(CC)N=C1c1cc(Cl)nc(Cl)c1. As a reaction SMILES: [Cl:1][c:2]1[n:3][c:4]([Cl:26])[cH:5][c:6]([C:8]2=[N:9][CH:10]([CH2:24][CH3:25])[C:11]([C:18]([O:19][CH3:20])=[O:21])([CH2:22][CH3:23])[C:12](=[O:17])[N:13]2[CH2:14][C:15]#[CH:16])[cH:7]1.[I-:27].[Li+:28].[cH:29]1[cH:30][cH:31][n:32][cH:33][cH:34]1>>[Cl:1][c:2]1[n:3][c:4]([Cl:26])[cH:5][c:6]([C:8]2=[N:9][CH:10]([CH2:24][CH3:25])[CH:11]([CH2:22][CH3:23])[C:12](=[O:17])[N:13]2[CH2:14][C:15]#[CH:16])[cH:7]1. Reactants: [OH-].[Na+] (sodium hydroxide), ClC1=CC=C(C=O)C=C1 (p-chlorobenzaldehyde), C1(=CC=CC=C1)C(C(C)=O)CC=CC1=CC(=CC=C1)C (3-phenyl-6-(m-methylphenyl)-5-hexen-2-one). Solvent: C(C)O (ethanol). Product: ClC1=CC=C(C=C1)C=CC(C(CC=CC1=CC(=CC=C1)C)C1=CC=CC=C1)=O (1-(p-Chlorophenyl)-4-phenyl-7-(m-methylphenyl)-1,6-heptadien-3-one). RXN SMILES: [OH-].[Na+].[Cl:3][C:4]1[CH:11]=[CH:10][C:7]([CH:8]=O)=[CH:6][CH:5]=1.[C:12]1([CH:18]([CH2:22][CH:23]=[CH:24][C:25]2[CH:30]=[CH:29][CH:28]=[C:27]([CH3:31])[CH:26]=2)[C:19](=[O:21])[CH3:20])[CH:17]=[CH:16][CH:15]=[CH:14][CH:13]=1>C(O)C>[Cl:3][C:4]1[CH:11]=[CH:10][C:7]([CH:8]=[CH:20][C:19](=[O:21])[CH:18]([C:12]2[CH:17]=[CH:16][CH:15]=[CH:14][CH:13]=2)[CH2:22][CH:23]=[CH:24][C:25]2[CH:30]=[CH:29][CH:28]=[C:27]([CH3:31])[CH:26]=2)=[CH:6][CH:5]=1 |f:0.1|. Reported procedure: A 20% sodium hydroxide solution (5 ml.) is added to a stirred solution of p-chlorobenzaldehyde(14 g., 0.1 mole) and 3-phenyl-6-(m-methylphenyl)-5-hexen-2-one (25.24 g., 0.096 mole) in ethanol (250 ml.). The yellowish solid that separates on continued stirring is collected, washed with cold ethanol, and air-dried, yield 34.9 g., m.p. 89°-93°C. Recrystallization from ethanaol produces material with m.p. 95°-98°C.